From a dataset of the Open Reaction Database (ORD), a public repository of structured organic reaction records. describe an organic reaction: reactants, conditions, products, and yield Reactants: C(C)N1C(=NCC1)CCC1=CC=NC=C1 (4-[2-(1-ethyl-4,5-dihydro-imidazol-2-yl)ethyl]-pyridine), Cl (HCl). Reagents/catalysts: [Pt]=O (platinum oxide). The solvent is C(C)O (ethanol), O (water). Run at time 4 hour. Product: C(C)N1C(=NCC1)CCC1CCNCC1 (4-[2-(1-ethyl-4,5-dihydro-imdazol-2-yl)ethyl]piperidine). Yield: 70.6%. As a reaction SMILES: [CH2:1]([N:3]1[CH2:7][CH2:6][N:5]=[C:4]1[CH2:8][CH2:9][C:10]1[CH:15]=[CH:14][N:13]=[CH:12][CH:11]=1)[CH3:2].Cl>C(O)C.O.[Pt]=O>[CH2:1]([N:3]1[CH2:7][CH2:6][N:5]=[C:4]1[CH2:8][CH2:9][CH:10]1[CH2:11][CH2:12][NH:13][CH2:14][CH2:15]1)[CH3:2]. Procedure details: The solution of 4-[2-(1-ethyl-4,5-dihydro-imidazol-2-yl)ethyl]-pyridine (1.1 g, 0.0054M) in ethanol (15 ml) and water (15 ml) was added con.HCl (3 ml) and platinum oxide (0.2 g). The mixture was hydrogenated at 45 psig for 4 hrs. The catalyst was removed by filtration and the filtrate was stripped to dryness in vacuo. The residue was dissolved in methanol (25 ml) and sodium methoxide (0.011M) was added and filtered. The filtrate was stripped to dryness and distilled at about 150° to about 175° C...